The task is: describe an organic reaction: reactants, conditions, products, and yield. This data is from the Open Reaction Database (ORD), a public repository of structured organic reaction records. Starting materials: [Cl-] (chloride), [Si](C)(C)(C(C)(C)C)OC[C@H]1N(CC(C=C1)=O)C(=O)OC(C)(C)C ((S)-tert-butyl 2-((tert-butyldimethylsilyloxy)methyl)-5-oxo-5,6-dihydropyridine-1(2H)-carboxylate), [Si](C)(C)(C(C)(C)C)OC[C@H]1N(CC(C=C1)=O)C(=O)OC(C)(C)C ((S)-tert-butyl 2-((tert-butyldimethylsilyloxy)methyl)-5-oxo-5,6-dihydropyridine-1(2H)-carboxylate), [BH4-].[Na+] (NaBH4). Run in CO (MeOH). Run at time 15 minute. Yields the product [Si](C)(C)(C(C)(C)C)OC[C@H]1N(C[C@H](C=C1)O)C(=O)OC(C)(C)C ((2S,5S)-tert-butyl 2-((tert-butyldimethylsilyloxy)methyl)-5-hydroxy-5,6-dihydropyridine-1(2H)-carboxylate). Isolated yield 64.6%. RXN SMILES: [Cl-].[Si:2]([O:9][CH2:10][C@@H:11]1[CH:16]=[CH:15][C:14](=[O:17])[CH2:13][N:12]1[C:18]([O:20][C:21]([CH3:24])([CH3:23])[CH3:22])=[O:19])([C:5]([CH3:8])([CH3:7])[CH3:6])([CH3:4])[CH3:3].[BH4-].[Na+]>CO>[Si:2]([O:9][CH2:10][C@@H:11]1[CH:16]=[CH:15][C@H:14]([OH:17])[CH2:13][N:12]1[C:18]([O:20][C:21]([CH3:24])([CH3:23])[CH3:22])=[O:19])([C:5]([CH3:8])([CH3:7])[CH3:6])([CH3:4])[CH3:3] |f:2.3|. Procedure details: To a stirred solution of cerious chloride (4.36 g, 11.71 mmol) and (S)-tert-butyl 2-((tert-butyldimethylsilyloxy)methyl)-5-oxo-5,6-dihydropyridine-1(2H)-carboxylate (Intermediate 50, 4.00 g, 11.71 mmol) in 50 mL MeOH at 0° C., NaBH4 (0.443 g, 11.71 mmol) was added as a solid. The mixture was stirred at ambient temp for 15 minutes. The mixture was concentrated and diluted with 10% citric acid (aq), H2O and ethyl acetate. The organic layer was separated and washed with brine, dried over MgSO4, fil... Reactants: OC(=O)CCCC[C@@H]1SC[C@@H]2NC(=O)N[C@H]12 (Biotin), C1(CCC(N1N1C(C=CC=C1)SSCCC(=O)[O-])=O)=O (SPDP), solution, C1(CCC(N1N1C(C=CC=C1)SSCCC(=O)[O-])=O)=O (N-succinimidyl-3-(2-pyridyldithio)propionate). Run in [Cl-].[Na+] (sodium chloride), C(C)O (ethanol). Conditions: time 30 minute. The product is N1=C(C=CC=C1)SSC1=NC=CC=C1 (2-pyridyl Disulfide). Reaction SMILES: OC(CCC[CH2:7][C@H:8]1[C@@H:16]2[C@@H:11]([NH:12][C:13](N2)=O)CS1)=O.C1(=O)N([N:22]2[CH:27]=[CH:26][CH:25]=[CH:24][CH:23]2[S:28][S:29]CCC([O-])=O)C(=O)CC1>[Cl-].[Na+].C(O)C>[N:22]1[CH:27]=[CH:26][CH:25]=[CH:24][C:23]=1[S:28][S:29][C:13]1[CH:7]=[CH:8][CH:16]=[CH:11][N:12]=1 |f:2.3|. Procedure details: RA-NAH prepared in the item (1) above was weighed in an amount of 10.4 mg, and dissolved in 2 ml of 0.1 M sodium chloride-0.1 M phosphate buffer (pH 7.5). 80 μl of a solution of 5 mM N-succinimidyl-3-(2-pyridyldithio)propionate (hereinafter, referred to as “SPDP”, Sigma-Aldrich Co.) dissolved in ethanol was added thereto, and the PDP reaction was carried out at room temperature for 30 minutes. The solution was dialyzed against distilled water to remove excessive SPDP, followed by freeze-drying, ... Run in O1CCOCC1 (dioxane). The product is Cl.CN1C(CCC1)CCOC1=C(C=CC=C1)CCC1=CC=CC=C1 (1-Methyl-2-{2-[2-(2-phenylethyl)phenoxy]ethyl}pyrrolidine hydrochloride). The reactants are CN1C(CCC1)CCOC1=C(C=CC=C1)CCC1=CC=CC=C1 (1-methyl-2-{2-[2-(2-phenylethyl)phenoxy]ethyl}pyrrolidine), C(C)(=O)OCC (ethyl acetate), solution, Cl (hydrogen chloride). Yield: 24.0%. Reported procedure: A solution of 480 mg of 1-methyl-2-{2-[2-(2-phenylethyl)phenoxy]ethyl}pyrrolidine [prepared as described in step (a) above] in a suitable amount of ethyl acetate was treated with 0.5 ml of a 4N solution of hydrogen chloride in dioxane, and the resulting mixture was then concentrated by distillation under reduced pressure. The resulting oily residue was dissolved in 10 ml ethyl acetate, and the solution thus obtained was allowed to stand at room temperature. The crystals which precipitated were c... As a reaction SMILES: [CH3:1][N:2]1[CH2:6][CH2:5][CH2:4][CH:3]1[CH2:7][CH2:8][O:9][C:10]1[CH:15]=[CH:14][CH:13]=[CH:12][C:11]=1[CH2:16][CH2:17][C:18]1[CH:23]=[CH:22][CH:21]=[CH:20][CH:19]=1.C(OCC)(=O)C.[ClH:30]>O1CCOCC1>[ClH:30].[CH3:1][N:2]1[CH2:6][CH2:5][CH2:4][CH:3]1[CH2:7][CH2:8][O:9][C:10]1[CH:15]=[CH:14][CH:13]=[CH:12][C:11]=1[CH2:16][CH2:17][C:18]1[CH:23]=[CH:22][CH:21]=[CH:20][CH:19]=1 |f:4.5|. Procedure: Under a nitrogen atmosphere, add 18.2 g (131 mmol) of dry potassium carbonate and 13 g (50 mmol) of ethyl 2,3-dibromopropionate in succession to a solution of 20 g (18 1 mmol) of catechol dissolved in 120 cm3 of anhydrous acetone. The operation is repeated four times in succession at intervals of 15 minutes. The reaction mixture is heated at reflux for 18 hours, and then cooled and filtered through Celite. The filtrate is concentrated to a residual volume of 60 cm3, then hydrolysed with 80 cm3 o... Run in CC(=O)C (acetone). Yield: 80.0%. Reaction SMILES: C(=O)([O-])[O-].[K+].[K+].Br[CH:8]([CH2:14]Br)[C:9]([O:11][CH2:12][CH3:13])=[O:10].[C:16]1([C:18](=[CH:20][CH:21]=[CH:22][CH:23]=1)[OH:19])[OH:17]>CC(C)=O>[O:17]1[C:16]2[CH:23]=[CH:22][CH:21]=[CH:20][C:18]=2[O:19][CH2:14][CH:8]1[C:9]([O:11][CH2:12][CH3:13])=[O:10] |f:0.1.2|. The reactants are C([O-])([O-])=O.[K+].[K+] (potassium carbonate), BrC(C(=O)OCC)CBr (ethyl 2,3-dibromopropionate), C=1(O)C(O)=CC=CC1 (catechol). The product is O1C(COC2=C1C=CC=C2)C(=O)OCC (Ethyl 2,3-dihydro-1,4-benzodioxin-2-carboxylate). Reactants: CC(C)(C)OC(=O)N1CCN(CC#N)CC1, C1CCOC1, C[Si](C)(C)[N-][Si](C)(C)C, [Li+], CCOP(=O)(OCl)OCC. Yields the product CCOP(=O)(OCC)C(C#N)N1CCN(C(=O)OC(C)(C)C)CC1. RXN SMILES: [C:1](#[N:2])[CH2:3][N:4]1[CH2:5][CH2:6][N:7]([C:10](=[O:11])[O:12][C:13]([CH3:14])([CH3:15])[CH3:16])[CH2:8][CH2:9]1.[CH2:37]1[O:38][CH2:39][CH2:40][CH2:41]1.[CH3:17][Si:18]([N-:19][Si:20]([CH3:21])([CH3:22])[CH3:23])([CH3:24])[CH3:25].[Li+:26].[P:27](=[O:28])([O:29][CH2:30][CH3:31])([O:32][CH2:33][CH3:34])[O:35][Cl:36]>>[C:1](#[N:2])[CH:3]([N:4]1[CH2:5][CH2:6][N:7]([C:10](=[O:11])[O:12][C:13]([CH3:14])([CH3:15])[CH3:16])[CH2:8][CH2:9]1)[P:27](=[O:28])([O:29][CH2:30][CH3:31])[O:32][CH2:33][CH3:34].